From a dataset of the Open Reaction Database (ORD), a public repository of structured organic reaction records. describe an organic reaction: reactants, conditions, products, and yield As a reaction SMILES: C(N(CC)C(C1C=C(C2C=NN(CCCO)C=2)C=CC=1NC1C(C(F)(F)F)=CN=C(NC2C=CC(CP(=O)(O)OCC)=CC=2OC)N=1)=O)C.[F:50][C:51]1[C:59]([C:60]2[CH:61]=[N:62][N:63]([CH2:65][CH2:66][CH2:67][OH:68])[CH:64]=2)=[C:58]2[C:54]([C:55](=[O:70])[N:56]([CH3:69])[CH2:57]2)=[C:53]([NH:71][C:72]2[C:77]([C:78]([F:81])([F:80])[F:79])=[CH:76][N:75]=[C:74]([NH:82][C:83]3[CH:97]=[CH:96][C:86]([CH2:87][P:88](=[O:95])([O:92]CC)[O:89][CH2:90][CH3:91])=[CH:85][C:84]=3[O:98][CH3:99])[N:73]=2)[CH:52]=1>>[F:50][C:51]1[C:59]([C:60]2[CH:61]=[N:62][N:63]([CH2:65][CH2:66][CH2:67][OH:68])[CH:64]=2)=[C:58]2[C:54]([C:55](=[O:70])[N:56]([CH3:69])[CH2:57]2)=[C:53]([NH:71][C:72]2[C:77]([C:78]([F:81])([F:79])[F:80])=[CH:76][N:75]=[C:74]([NH:82][C:83]3[CH:97]=[CH:96][C:86]([CH2:87][P:88](=[O:92])([OH:95])[O:89][CH2:90][CH3:91])=[CH:85][C:84]=3[O:98][CH3:99])[N:73]=2)[CH:52]=1. Procedure details: This compound was prepared analogously to Compound 3A using diethyl (4-{[4-({6-fluoro-7-[1-(3-hydroxypropyl)-1H-pyrazol-4-yl]-2-methyl-3-oxo-2,3-dihydro-1H-isoindol-4-yl}amino)-5-(trifluoromethyl)pyrimidin-2-yl]amino}-3-methoxybenzyl)phosphonate (Compound 31B). MS (ESI): m/z=694.21 [M+H]+. UPLC: tR=1.13 min (UPLC-TOF: polar—3 min). The product is FC1=CC(=C2C(N(CC2=C1C=1C=NN(C1)CCCO)C)=O)NC1=NC(=NC=C1C(F)(F)F)NC1=C(C=C(CP(OCC)(O)=O)C=C1)OC (Ethyl hydrogen (4-{[4-({6-fluoro-7-[1-(3-hydroxypropyl)-1H-pyrazol-4-yl]-2-methyl-3-oxo-2,3-dihydro-1H-isoindol-4-yl}amino)-5-(trifluoromethyl)pyrimidin-2-yl]amino}-3-methoxybenzyl)phosphonate). Starting materials: C(C)N(C(=O)C1=C(C=CC(=C1)C=1C=NN(C1)CCCO)NC1=NC(=NC=C1C(F)(F)F)NC1=C(C=C(CP(OCC)(O)=O)C=C1)OC)CC (Ethyl hydrogen (4-{[4-({2-(diethylcarbamoyl)-4-[1-(3-hydroxypropyl)-1H-pyrazol-4-yl]phenyl}amino)-5-(trifluoromethyl)pyrimidin-2-yl]amino}-3-methoxybenzyl)phosphonate), FC1=CC(=C2C(N(CC2=C1C=1C=NN(C1)CCCO)C)=O)NC1=NC(=NC=C1C(F)(F)F)NC1=C(C=C(CP(OCC)(OCC)=O)C=C1)OC (diethyl (4-{[4-({6-fluoro-7-[1-(3-hydroxypropyl)-1H-pyrazol-4-yl]-2-methyl-3-oxo-2,3-dihydro-1H-isoindol-4-yl}amino)-5-(trifluoromethyl)pyrimidin-2-yl]amino}-3-methoxybenzyl)phosphonate), FC1=CC(=C2C(N(CC2=C1C=1C=NN(C1)CCCO)C)=O)NC1=NC(=NC=C1C(F)(F)F)NC1=C(C=C(CP(OCC)(OCC)=O)C=C1)OC (diethyl (4-{[4-({6-fluoro-7-[1-(3-hydroxypropyl)-1H-pyrazol-4-yl]-2-methyl-3-oxo-2,3-dihydro-1H-isoindol-4-yl}amino)-5-(trifluoromethyl)pyrimidin-2-yl]amino}-3-methoxybenzyl)phosphonate). The reactants are C(C1=CC=CC=C1)C=1C=NC2=C(C=CC=C2C1C=1C=C(C=CC1)N)C(F)(F)F ({3-[3-benzyl-8-(trifluoromethyl)quinolin-4-yl]phenyl}amine), C(C)OC=1C=C(C=O)C=CC1OCC (3,4-diethoxy-benzaldehyde). Yields the product C(C1=CC=CC=C1)C=1C=NC2=C(C=CC=C2C1C=1C=C(C=CC1)NCC1=CC(=C(C=C1)OCC)OCC)C(F)(F)F ({3-[3-BENZYL-8-(TRIFLUOROMETHYL)QUINOLIN-4-YL]PHENYL}(3,4-DIETHOXYBENZYL)AMINE). As a reaction SMILES: [CH2:1]([C:8]1[CH:9]=[N:10][C:11]2[C:16]([C:17]=1[C:18]1[CH:19]=[C:20]([NH2:24])[CH:21]=[CH:22][CH:23]=1)=[CH:15][CH:14]=[CH:13][C:12]=2[C:25]([F:28])([F:27])[F:26])[C:2]1[CH:7]=[CH:6][CH:5]=[CH:4][CH:3]=1.[CH2:29]([O:31][C:32]1[CH:33]=[C:34]([CH:37]=[CH:38][C:39]=1[O:40][CH2:41][CH3:42])[CH:35]=O)[CH3:30]>>[CH2:1]([C:8]1[CH:9]=[N:10][C:11]2[C:16]([C:17]=1[C:18]1[CH:19]=[C:20]([NH:24][CH2:35][C:34]3[CH:37]=[CH:38][C:39]([O:40][CH2:41][CH3:42])=[C:32]([O:31][CH2:29][CH3:30])[CH:33]=3)[CH:21]=[CH:22][CH:23]=1)=[CH:15][CH:14]=[CH:13][C:12]=2[C:25]([F:28])([F:26])[F:27])[C:2]1[CH:3]=[CH:4][CH:5]=[CH:6][CH:7]=1. Reported procedure: The title compound was prepared from {3-[3-benzyl-8-(trifluoromethyl)quinolin-4-yl]phenyl}amine and 3,4-diethoxy-benzaldehyde according to the procedure of Example 66. MS (ESI) m/z 557.